Dataset: the Open Reaction Database (ORD), a public repository of structured organic reaction records. Task: describe an organic reaction: reactants, conditions, products, and yield Reactants: CCN(C(C)C)C(C)C, O=C(c1ccc(Cl)cc1)N1CC(O)C(N2CCNCC2=O)C1, O=C(Cl)c1ccc(Cl)cc1, ClCCl. Product: O=C(c1ccc(Cl)cc1)N1CCN(C2CN(C(=O)c3ccc(Cl)cc3)CC2O)C(=O)C1. As a reaction SMILES: [CH:23]([N:24]([CH2:25][CH3:26])[CH:27]([CH3:28])[CH3:29])([CH3:30])[CH3:31].[Cl:1][c:2]1[cH:3][cH:4][c:5]([C:6](=[O:7])[N:8]2[CH2:9][CH:10]([N:14]3[C:15](=[O:20])[CH2:16][NH:17][CH2:18][CH2:19]3)[CH:11]([OH:13])[CH2:12]2)[cH:21][cH:22]1.[Cl:32][c:33]1[cH:34][cH:35][c:36]([C:37](=[O:38])[Cl:39])[cH:40][cH:41]1.[Cl:42][CH2:43][Cl:44]>>[Cl:1][c:2]1[cH:3][cH:4][c:5]([C:6](=[O:7])[N:8]2[CH2:9][CH:10]([N:14]3[C:15](=[O:20])[CH2:16][N:17]([C:37]([c:36]4[cH:35][cH:34][c:33]([Cl:32])[cH:41][cH:40]4)=[O:38])[CH2:18][CH2:19]3)[CH:11]([OH:13])[CH2:12]2)[cH:21][cH:22]1. The reactants are FC1(CCN(CC1)C(=O)OC(C)(C)C)COC=1C=CC=C2C=CC(=NC12)C1=CN=C2N1C=CC(=C2)OCCOC (tert-Butyl 4-fluoro-4-((2-(7-(2-methoxyethoxy)imidazo[1,2-a]pyridin-3-yl)quinolin-8-yloxy)methyl)piperidine-1-carboxylate), Cl (hydrogen chloride). Run in O1CCOCC1 (dioxane), O1CCOCC1 (dioxane). Run at time 24 hour. Product: FC1(CCNCC1)COC=1C=CC=C2C=CC(=NC12)C1=CN=C2N1C=CC(=C2)OCCOC (8-((4-fluoropiperidin-4-yl)methoxy)-2-(7-(2-methoxyethoxy)imidazo[1,2-a]pyridin-3-yl)quinoline). The yield is 33.3%. Reaction SMILES: [F:1][C:2]1([CH2:15][O:16][C:17]2[CH:18]=[CH:19][CH:20]=[C:21]3[C:26]=2[N:25]=[C:24]([C:27]2[N:31]4[CH:32]=[CH:33][C:34]([O:36][CH2:37][CH2:38][O:39][CH3:40])=[CH:35][C:30]4=[N:29][CH:28]=2)[CH:23]=[CH:22]3)[CH2:7][CH2:6][N:5](C(OC(C)(C)C)=O)[CH2:4][CH2:3]1.Cl>O1CCOCC1>[F:1][C:2]1([CH2:15][O:16][C:17]2[CH:18]=[CH:19][CH:20]=[C:21]3[C:26]=2[N:25]=[C:24]([C:27]2[N:31]4[CH:32]=[CH:33][C:34]([O:36][CH2:37][CH2:38][O:39][CH3:40])=[CH:35][C:30]4=[N:29][CH:28]=2)[CH:23]=[CH:22]3)[CH2:3][CH2:4][NH:5][CH2:6][CH2:7]1. Procedure details: tert-Butyl 4-fluoro-4-((2-(7-(2-methoxyethoxy)imidazo[1,2-a]pyridin-3-yl)quinolin-8-yloxy)methyl)piperidine-1-carboxylate (0.011 g, 0.020 mmol) was dissolved in dioxane (0.5 mL) and treated with 4 M hydrogen chloride in dioxane (0.126 ml, 0.504 mmol). The reaction was stirred at ambient temperature for 24 hours. The mixture was concentrated in vacuo, redissolved and re-concentrated from MeOH three times. The crude material was loaded onto a SiO2 column and eluted with a gradient from 1 to 20% (6...